Dataset: the Open Reaction Database (ORD), a public repository of structured organic reaction records. Task: describe an organic reaction: reactants, conditions, products, and yield Starting materials: [BH4-], CO, Cl, CCC(C)C(N)C(=O)c1ccccc1, [Na+]. The product is CCC(C)C(N)C(O)c1ccccc1. As a reaction SMILES: [BH4-:16].[CH3:18][OH:19].[ClH:1].[NH2:2][CH:3]([C:4](=[O:5])[c:6]1[cH:7][cH:8][cH:9][cH:10][cH:11]1)[CH:12]([CH2:13][CH3:14])[CH3:15].[Na+:17]>>[NH2:2][CH:3]([CH:4]([OH:5])[c:6]1[cH:7][cH:8][cH:9][cH:10][cH:11]1)[CH:12]([CH2:13][CH3:14])[CH3:15]. Reactants: C(C)(C)(C)OC(=O)N1C(=CC2=C(C=C(C=C12)Br)CN1C(N(C2=C1C=CC=C2)C(CCC)CC(=O)OC)=O)OC(=O)OC(C)(C)C (6-Bromo-2-tert-butoxycarbonyloxy-4-[3-(1-methoxycarbonylmethyl-butyl)-2-oxo-2,3-dihydro-benzoimidazol-1-ylmethyl]-indole-1-carboxylic acid tert-butyl ester), FC(C(=O)O)(F)F (trifluoroacetic acid). Run in ClCCl (dichloromethane). Reaction conditions: time 1 hour. Yields the product COC(CC(CCC)N1C(N(C2=C1C=CC=C2)CC2=C1CC(NC1=CC(=C2)Br)=O)=O)=O (3-[3-(6-Bromo-2-oxo-2,3-dihydro-1H-indol-4-ylmethyl)-2-oxo-2,3-dihydro-benzoimidazol-1-yl]-hexanoic acid methyl ester). Isolated yield 46.4%. Reaction SMILES: C(OC([N:8]1[C:16]2[C:11](=[C:12]([CH2:18][N:19]3[C:23]4[CH:24]=[CH:25][CH:26]=[CH:27][C:22]=4[N:21]([CH:28]([CH2:32][C:33]([O:35][CH3:36])=[O:34])[CH2:29][CH2:30][CH3:31])[C:20]3=[O:37])[CH:13]=[C:14]([Br:17])[CH:15]=2)[CH:10]=[C:9]1[O:38]C(OC(C)(C)C)=O)=O)(C)(C)C.FC(F)(F)C(O)=O>ClCCl>[CH3:36][O:35][C:33](=[O:34])[CH2:32][CH:28]([N:21]1[C:22]2[CH:27]=[CH:26][CH:25]=[CH:24][C:23]=2[N:19]([CH2:18][C:12]2[CH:13]=[C:14]([Br:17])[CH:15]=[C:16]3[C:11]=2[CH2:10][C:9](=[O:38])[NH:8]3)[C:20]1=[O:37])[CH2:29][CH2:30][CH3:31]. Procedure: 6-Bromo-2-tert-butoxycarbonyloxy-4-[3-(1-methoxycarbonylmethyl-butyl)-2-oxo-2,3-dihydro-benzoimidazol-1-ylmethyl]-indole-1-carboxylic acid tert-butyl ester (200 mg, 0.28 mmol) is dissolved in dichloromethane (5 mL) and then trifluoroacetic acid is added (2 mL). The reaction is stirred for 1 hour then evaporated in vacuo to give an oil that is purified by preparative reverse phase LC to give the title compound (63 mg 0.13 mmol 44%). LCMS (ESMS): m/z 487.6 (M+H+). The reactants are N#CC1(NC(=O)C2CC(S(=O)(=O)c3ccc(F)cc3Cl)CC2C(=O)N2CC(F)(F)C2)CC1, CC(O)C(F)(F)F. The product is CC(Oc1ccc(S(=O)(=O)C2CC(C(=O)NC3(C#N)CC3)C(C(=O)N3CC(F)(F)C3)C2)c(Cl)c1)C(F)(F)F. RXN SMILES: [C:1](#[N:2])[C:3]1([NH:6][C:7](=[O:8])[CH:9]2[CH:10]([C:25](=[O:26])[N:27]3[CH2:28][C:29]([F:31])([F:32])[CH2:30]3)[CH2:11][CH:12]([S:14](=[O:15])(=[O:16])[c:17]3[c:18]([Cl:24])[cH:19][c:20]([F:23])[cH:21][cH:22]3)[CH2:13]2)[CH2:4][CH2:5]1.[F:33][C:34]([CH:35]([CH3:36])[OH:37])([F:38])[F:39]>>[C:1](#[N:2])[C:3]1([NH:6][C:7](=[O:8])[CH:9]2[CH:10]([C:25](=[O:26])[N:27]3[CH2:28][C:29]([F:31])([F:32])[CH2:30]3)[CH2:11][CH:12]([S:14](=[O:15])(=[O:16])[c:17]3[c:18]([Cl:24])[cH:19][c:20]([O:37][CH:35]([C:34]([F:33])([F:38])[F:39])[CH3:36])[cH:21][cH:22]3)[CH2:13]2)[CH2:4][CH2:5]1. Reactants: COC(=O)c1ccc(C2CC(C)(C)Oc3ccc(C#N)cc32)nc1, O=C(OO)c1cccc(Cl)c1, ClCCl. The product is COC(=O)c1ccc(C2CC(C)(C)Oc3ccc(C#N)cc32)[n+]([O-])c1. Reaction SMILES: [C:1](#[N:2])[c:3]1[cH:4][cH:5][c:6]2[c:7]([cH:24]1)[CH:8]([c:14]1[cH:15][cH:16][c:17]([C:20](=[O:21])[O:22][CH3:23])[cH:18][n:19]1)[CH2:9][C:10]([CH3:12])([CH3:13])[O:11]2.[Cl:25][c:26]1[cH:27][cH:28][cH:29][c:30]([C:31]([O:32][OH:34])=[O:33])[cH:35]1.[Cl:36][CH2:37][Cl:38]>>[C:1](#[N:2])[c:3]1[cH:4][cH:5][c:6]2[c:7]([cH:24]1)[CH:8]([c:14]1[cH:15][cH:16][c:17]([C:20](=[O:21])[O:22][CH3:23])[cH:18][n+:19]1[O-:33])[CH2:9][C:10]([CH3:12])([CH3:13])[O:11]2. Reactants: CC1(OC2=C(C1)C(=C(C(=C2C)C)N)C)CN2CCNCC2 (2,3-dihydro-2,4,6,7-tetramethyl-2-[(1-piperazinyl)methyl]-5-benzofuranamine), C(C=1C(=CC=CC1)OC)(=O)O (o-anisic acid). Yields the product COC1=C(C(=O)N2CCN(CC2)CC2(OC3=C(C2)C(=C(C(=C3C)C)N)C)C)C=CC=C1 (2,3-Dihydro-2-[[4-(2-methoxybenzoyl)-1-piperazinyl]methyl]-2,4,6,7-tetramethyl-5-benzofuranamine). Isolated yield 42.0%. As a reaction SMILES: [CH3:1][C:2]1([CH2:15][N:16]2[CH2:21][CH2:20][NH:19][CH2:18][CH2:17]2)[CH2:6][C:5]2[C:7]([CH3:14])=[C:8]([NH2:13])[C:9]([CH3:12])=[C:10]([CH3:11])[C:4]=2[O:3]1.[C:22](O)(=[O:31])[C:23]1[C:24]([O:29][CH3:30])=[CH:25][CH:26]=[CH:27][CH:28]=1>>[CH3:30][O:29][C:24]1[CH:25]=[CH:26][CH:27]=[CH:28][C:23]=1[C:22]([N:19]1[CH2:20][CH2:21][N:16]([CH2:15][C:2]2([CH3:1])[CH2:6][C:5]3[C:7]([CH3:14])=[C:8]([NH2:13])[C:9]([CH3:12])=[C:10]([CH3:11])[C:4]=3[O:3]2)[CH2:17][CH2:18]1)=[O:31]. Procedure details: Using 2,3-dihydro-2,4,6,7-tetramethyl-2-[(1-piperazinyl)methyl]-5-benzofuranamine and o-anisic acid, the procedure of Example 10, presented hereinafter, was otherwise followed to provide the title compound. Yield 42%. Reactants: O=C(n1ccnc1)n1ccnc1, O=C(O)C(O)(C(F)(F)F)C(F)(F)F, O=C=O, C1CCOC1, Nc1ccc(C(=O)c2ccccn2)cc1. Product: O=C(c1ccc(NC(=O)C(O)(C(F)(F)F)C(F)(F)F)cc1)c1ccccn1. Reaction SMILES: [C:14]([n:15]1[cH:16][cH:17][n:18][cH:19]1)([n:20]1[cH:21][cH:22][n:23][cH:24]1)=[O:25].[F:1][C:2]([C:3]([C:4](=[O:5])[OH:6])([OH:7])[C:8]([F:9])([F:10])[F:11])([F:12])[F:13].[O:26]=[C:27]=[O:28].[O:44]1[CH2:45][CH2:46][CH2:47][CH2:48]1.[n:29]1[c:30]([C:35](=[O:36])[c:37]2[cH:38][cH:39][c:40]([NH2:43])[cH:41][cH:42]2)[cH:31][cH:32][cH:33][cH:34]1>>[F:1][C:2]([C:3]([C:4](=[O:5])[NH:43][c:40]1[cH:39][cH:38][c:37]([C:35]([c:30]2[n:29][cH:34][cH:33][cH:32][cH:31]2)=[O:36])[cH:42][cH:41]1)([OH:7])[C:8]([F:9])([F:10])[F:11])([F:12])[F:13]. Starting materials: CC=1C=C(C=CC1B1OC(C(O1)(C)C)(C)C)O (3-methyl-4-(4,4,5,5-tetramethyl-[1,3,2]dioxaborolan-2-yl)-phenol), COC(CC1=CNC2=CC(=CC=C12)Br)=O ((6-bromo-1H-indol-3-yl)-acetic acid methyl ester), C([O-])([O-])=O.[K+].[K+] (potassium carbonate), CN(C)C=O (DMF), Cl (HCl). The reagents and catalysts are C=1C=CC(=CC1)[P](C=2C=CC=CC2)(C=3C=CC=CC3)[Pd]([P](C=4C=CC=CC4)(C=5C=CC=CC5)C=6C=CC=CC6)([P](C=7C=CC=CC7)(C=8C=CC=CC8)C=9C=CC=CC9)[P](C=1C=CC=CC1)(C=1C=CC=CC1)C=1C=CC=CC1 (tetrakis(triphenylphosphine)palladium(0)). Solvent: C(C)O (ethanol), O (water). Conditions: temperature 80 celsius. Product: COC(=O)C1=CN(C2=CC(=CC=C12)C1=C(C=C(C=C1)O)C)C (6-(4-Hydroxy-2-methyl-phenyl)-1-methyl-1H-indole-3-carboxylic acid methyl ester). Yield: 74.0%. RXN SMILES: [CH3:1][C:2]1[CH:3]=[C:4]([OH:17])[CH:5]=[CH:6][C:7]=1B1OC(C)(C)C(C)(C)O1.[CH3:18][O:19][C:20](=[O:32])[CH2:21][C:22]1[C:30]2C(=C[C:27](Br)=[CH:28][CH:29]=2)NC=1.C(=O)([O-])[O-].[K+].[K+].Cl.[CH3:40][N:41]([CH:43]=O)[CH3:42]>O.C1C=CC([P]([Pd]([P](C2C=CC=CC=2)(C2C=CC=CC=2)C2C=CC=CC=2)([P](C2C=CC=CC=2)(C2C=CC=CC=2)C2C=CC=CC=2)[P](C2C=CC=CC=2)(C2C=CC=CC=2)C2C=CC=CC=2)(C2C=CC=CC=2)C2C=CC=CC=2)=CC=1.C(O)C>[CH3:18][O:19][C:20]([C:21]1[C:22]2[C:42](=[CH:27][C:28]([C:7]3[CH:6]=[CH:5][C:4]([OH:17])=[CH:3][C:2]=3[CH3:1])=[CH:29][CH:30]=2)[N:41]([CH3:40])[CH:43]=1)=[O:32] |f:2.3.4,^1:49,51,70,89|. Reported procedure: A mixture of 3-methyl-4-(4,4,5,5-tetramethyl-[1,3,2]dioxaborolan-2-yl)-phenol (105 mg, 0.448 mmol), (6-bromo-1H-indol-3-yl)-acetic acid methyl ester (100 mg, 0.373 mmol), tetrakis(triphenylphosphine)palladium(0) (25 mg, 0.021 mmol), DMF (1.2 mL), ethanol (0.6 mL) and 2M aqueous potassium carbonate (0.6 mL) is heated to 80° C. for 6 hours. The reaction is cooled to room temperature, diluted with water, and acidified with 1 N HCl. The resulting solution is extracted with CH2Cl2. The combined organ...